This data is from the Open Reaction Database (ORD), a public repository of structured organic reaction records. The task is: describe an organic reaction: reactants, conditions, products, and yield Product: CCOC(=O)c1cc(C2CC2)c2c(C)c(-c3ccc(CBr)cc3)ccn2c1=O. Starting materials: BrC(Br)(Br)Br, CCOC(=O)c1cc(C2CC2)c2c(C)c(-c3ccc(CO)cc3)ccn2c1=O, ClCCl, c1ccc(P(c2ccccc2)c2ccccc2)cc1. RXN SMILES: [C:29]([Br:30])([Br:31])([Br:32])[Br:33].[CH:1]1([c:4]2[cH:5][c:6]([C:24](=[O:25])[O:26][CH2:27][CH3:28])[c:7](=[O:23])[n:8]3[cH:9][cH:10][c:11](-[c:15]4[cH:16][cH:17][c:18]([CH2:21][OH:22])[cH:19][cH:20]4)[c:12]([CH3:14])[c:13]23)[CH2:2][CH2:3]1.[Cl:53][CH2:54][Cl:55].[c:34]1([P:35]([c:36]2[cH:37][cH:38][cH:39][cH:40][cH:41]2)[c:42]2[cH:43][cH:44][cH:45][cH:46][cH:47]2)[cH:48][cH:49][cH:50][cH:51][cH:52]1>>[CH:1]1([c:4]2[cH:5][c:6]([C:24](=[O:25])[O:26][CH2:27][CH3:28])[c:7](=[O:23])[n:8]3[cH:9][cH:10][c:11](-[c:15]4[cH:16][cH:17][c:18]([CH2:21][Br:30])[cH:19][cH:20]4)[c:12]([CH3:14])[c:13]23)[CH2:2][CH2:3]1. Reactants: CCN=C=NCCCN(C)C, CN(C)C=O, CCN(C(C)C)C(C)C, Cl, O=C(O)C(F)(F)F, O=C(O)C(F)(F)F, Cc1cc(C)c(-c2cc(SCCC(=O)NCC(O)CN)nc(N)n2)cc1C(=O)O, O, On1nnc2ccccc21. The product is Cc1cc(C)c2cc1C(=O)NCC(O)CNC(=O)CCSc1cc-2nc(N)n1. Reaction SMILES: [CH2:64]([N:65]=[C:66]=[N:67][CH2:68][CH2:69][CH2:70][N:71]([CH3:72])[CH3:73])[CH3:74].[CH3:75][N:76]([CH3:77])[CH:78]=[O:79].[CH:54]([N:55]([CH:56]([CH3:57])[CH3:58])[CH2:59][CH3:60])([CH3:61])[CH3:62].[ClH:63].[F:1][C:2]([F:3])([F:4])[C:5]([OH:6])=[O:7].[F:8][C:9]([F:10])([F:11])[C:12]([OH:13])=[O:14].[NH2:15][c:16]1[n:17][c:18]([S:33][CH2:34][CH2:35][C:36]([NH:37][CH2:38][CH:39]([CH2:40][NH2:41])[OH:42])=[O:43])[cH:19][c:20](-[c:22]2[c:23]([CH3:32])[cH:24][c:25]([CH3:31])[c:26]([C:27](=[O:28])[OH:29])[cH:30]2)[n:21]1.[OH2:80].[OH:44][n:45]1[c:46]2[cH:47][cH:48][cH:49][cH:50][c:51]2[n:52][n:53]1>>[NH2:15][c:16]1[n:17][c:18]2[cH:19][c:20]([n:21]1)-[c:22]1[c:23]([CH3:32])[cH:24][c:25]([CH3:31])[c:26]([cH:30]1)[C:27](=[O:28])[NH:41][CH2:40][CH:39]([OH:42])[CH2:38][NH:37][C:36](=[O:43])[CH2:35][CH2:34][S:33]2.